Task: describe an organic reaction: reactants, conditions, products, and yield. Dataset: the Open Reaction Database (ORD), a public repository of structured organic reaction records Run at time 17 hour. RXN SMILES: [NH2:1][C@H:2]([C:6]([OH:8])=[O:7])[CH:3]([CH3:5])[CH3:4].[CH:9](O)=[O:10]>>[CH:9]([NH:1][C@H:2]([C:6]([OH:8])=[O:7])[CH:3]([CH3:5])[CH3:4])=[O:10]. Procedure details: To valine (11.7 g, 0.10 mole) in 88% formic acid (40 ml) is added acetic formylanhydride (26.3 g, 0.30 mole) over 0.5 hr at 5°. The reaction mixture is warmed to 24° and stirred for 17 hours. The reaction is worked up by distilling off (bath temp. 45°-50°) the solvent, excess anhydride and acetic acid, to give, as a white solid, N-formylvaline, recrystallized from hot ethanol, m.p. 143°-145°. Reactants: N[C@@H](C(C)C)C(=O)O (valine), acetic formylanhydride, C(=O)O (formic acid). Yields the product C(=O)N[C@@H](C(C)C)C(=O)O (N-formylvaline). The reactants are C=CCC(CC=C)(C(=O)OC(C)(C)C)C(CC(C)C)C(=O)NC1N=C(c2ccccc2)c2ccccc2N(C)C1=O, ClCCl, O=C(O)C(F)(F)F. Product: C=CCC(CC=C)(C(=O)O)C(CC(C)C)C(=O)NC1N=C(c2ccccc2)c2ccccc2N(C)C1=O. As a reaction SMILES: [C:1]([CH3:2])([CH3:3])([CH3:4])[O:5][C:6]([C:7]([CH2:8][CH:9]=[CH2:10])([CH:11]([CH2:12][CH:13]([CH3:14])[CH3:15])[C:16]([NH:17][CH:18]1[N:19]=[C:20]([c:31]2[cH:32][cH:33][cH:34][cH:35][cH:36]2)[c:21]2[c:22]([cH:27][cH:28][cH:29][cH:30]2)[N:23]([CH3:26])[C:24]1=[O:25])=[O:37])[CH2:38][CH:39]=[CH2:40])=[O:41].[Cl:49][CH2:50][Cl:51].[F:42][C:43]([F:44])([F:45])[C:46]([OH:47])=[O:48]>>[O:5]=[C:6]([C:7]([CH2:8][CH:9]=[CH2:10])([CH:11]([CH2:12][CH:13]([CH3:14])[CH3:15])[C:16]([NH:17][CH:18]1[N:19]=[C:20]([c:31]2[cH:32][cH:33][cH:34][cH:35][cH:36]2)[c:21]2[c:22]([cH:27][cH:28][cH:29][cH:30]2)[N:23]([CH3:26])[C:24]1=[O:25])=[O:37])[CH2:38][CH:39]=[CH2:40])[OH:41]. Reactants: CC1=CC=C(C=C1)S(=O)(=O)CN=C (p-Tosylmethyl isocyanide), [H-].[Na+] (sodium hydride), C(C=CC1=CC=CC=C1)(=O)OC (methyl cinnamate), O1CCCC1 (tetrahydrofuran). Run in O (Water). Product: C1(=CC=CC=C1)C=1C(=CNC1)C(=O)OC (Methyl 4-Phenylpyrrole-3-carboxylate). RXN SMILES: CC1C=CC(S([CH2:11][N:12]=[CH2:13])(=O)=O)=CC=1.[C:14]([O:24][CH3:25])(=[O:23])[CH:15]=[CH:16][C:17]1[CH:22]=[CH:21][CH:20]=[CH:19][CH:18]=1.O1CCCC1.[H-].[Na+]>O>[C:17]1([C:16]2[C:15]([C:14]([O:24][CH3:25])=[O:23])=[CH:11][NH:12][CH:13]=2)[CH:18]=[CH:19][CH:20]=[CH:21][CH:22]=1 |f:3.4|. Procedure: p-Tosylmethyl isocyanide (1 g., 5 mmoles) and methyl cinnamate (0.8 g., 5 mmoles) were combined in 50 ml. of tetrahydrofuran and dissolved by stirring at room temperature. The solution was cooled to -50° C. and sodium hydride (57% dispersion in oil, 210 mg., 5 mmoles) added. After stirring for 15 minutes at -50° C., the reaction was warmed to room temperature and stirred for approximately 16 hours. Water (20 ml.) was added and the product extracted into 35 ml. ether. The ether was back-washed wi... Reactants: C1(=CC=CC=C1)C1CCN(CC1)C(=O)C=1C=NC=2N(C1NCC=1C=NC=CC1)N=CC2C(=O)O (6-(4-Phenylpiperidine-1-carbonyl)-7-(pyridin-3-ylmethylamino)pyrazolo[1,5-a]pyrimidine-3-carboxylic acid), CS(=O)(=O)N (methanesulfonamide). Product: C1(=CC=CC=C1)C1CCN(CC1)C(=O)C=1C=NC=2N(C1NCC=1C=NC=CC1)N=CC2C(=O)NS(=O)(=O)C (N-[6-(4-Phenylpiperidine-1-carbonyl)-7-(pyridin-3-ylmethylamino)pyrazolo[1,5-a]pyrimidine-3-carbonyl]methanesulfonamide). As a reaction SMILES: [C:1]1([CH:7]2[CH2:12][CH2:11][N:10]([C:13]([C:15]3[CH:16]=[N:17][C:18]4[N:19]([N:29]=[CH:30][C:31]=4[C:32](O)=[O:33])[C:20]=3[NH:21][CH2:22][C:23]3[CH:24]=[N:25][CH:26]=[CH:27][CH:28]=3)=[O:14])[CH2:9][CH2:8]2)[CH:6]=[CH:5][CH:4]=[CH:3][CH:2]=1.[CH3:35][S:36]([NH2:39])(=[O:38])=[O:37]>>[C:1]1([CH:7]2[CH2:8][CH2:9][N:10]([C:13]([C:15]3[CH:16]=[N:17][C:18]4[N:19]([N:29]=[CH:30][C:31]=4[C:32]([NH:39][S:36]([CH3:35])(=[O:38])=[O:37])=[O:33])[C:20]=3[NH:21][CH2:22][C:23]3[CH:24]=[N:25][CH:26]=[CH:27][CH:28]=3)=[O:14])[CH2:11][CH2:12]2)[CH:2]=[CH:3][CH:4]=[CH:5][CH:6]=1. Procedure: In the same manner as in Example 1, step 6 and using 6-(4-phenylpiperidine-1-carbonyl)-7-(pyridin-3-ylmethylamino)pyrazolo[1,5-a]pyrimidine-3-carboxylic acid (0.05 g, 0.11 mmol) obtained in step 2 and methanesulfonamide (0.052 g, 0.550 mmol), compound a-9 (0.03 g, 58%) was obtained. Reactants: ClC1=C(C(=O)O)C=CC=C1Cl (2,3-dichlorobenzoic acid), S(=O)(Cl)Cl (thionyl chloride). The product is ClC1=C(C(=O)Cl)C=CC=C1Cl (2,3-Dichlorobenzoyl Chloride). RXN SMILES: [Cl:1][C:2]1[C:10]([Cl:11])=[CH:9][CH:8]=[CH:7][C:3]=1[C:4](O)=[O:5].S(Cl)([Cl:14])=O>>[Cl:1][C:2]1[C:10]([Cl:11])=[CH:9][CH:8]=[CH:7][C:3]=1[C:4]([Cl:14])=[O:5]. Procedure details: A mixture of 2,3-dichlorobenzoic acid (39.4 g 0.2M) and thionyl chloride (100 mls) was heated to reflux for 21/2 hours. The cooled solution was evaporated down in vacuo and distilled under nitrogen. Yield 35.5 g (85%), b.p. 146°-148° C. at 31 mm of mercury pressure. The reactants are CCCCCCCCCC(=O)O, [Ca+2], [OH-], [OH-], OCC(O)C(O)C(O)C(O)CO, O=P(O)(O)O. Product: CCCCCCCCCC(=O)OCC(O)C(O)C(O)C(O)CO. RXN SMILES: [CH3:13][CH2:14][CH2:15][CH2:16][CH2:17][CH2:18][CH2:19][CH2:20][CH2:21][C:22]([OH:23])=[O:24].[Ca+2:31].[OH-:30].[OH-:32].[OH:1][CH2:2][CH:3]([CH:4]([OH:5])[CH:6]([OH:7])[CH:8]([OH:9])[CH2:10][OH:11])[OH:12].[P:25](=[O:26])([OH:27])([OH:28])[OH:29]>>[OH:1][CH2:2][CH:3]([CH:4]([OH:5])[CH:6]([OH:7])[CH:8]([OH:9])[CH2:10][O:11][C:22]([CH2:21][CH2:20][CH2:19][CH2:18][CH2:17][CH2:16][CH2:15][CH2:14][CH3:13])=[O:23])[OH:12].